Dataset: the Open Reaction Database (ORD), a public repository of structured organic reaction records. Task: describe an organic reaction: reactants, conditions, products, and yield Starting materials: CCOC(=O)c1cc(C)c(Cl)s1, CCO, [Na+], C1CCOC1, [OH-]. The product is Cc1cc(C(=O)O)sc1Cl. As a reaction SMILES: [CH2:1]([CH3:2])[O:3][C:4](=[O:5])[c:6]1[s:7][c:8]([Cl:12])[c:9]([CH3:11])[cH:10]1.[CH3:13][CH2:14][OH:15].[Na+:22].[O:16]1[CH2:17][CH2:18][CH2:19][CH2:20]1.[OH-:21]>>[O:3]=[C:4]([OH:5])[c:6]1[s:7][c:8]([Cl:12])[c:9]([CH3:11])[cH:10]1. The reactants are CCN(CC)S(F)(F)F, O=CCCOCc1ccccc1, C[Si](C)(C)C#N, ClCCl. The product is N#CC(F)CCOCc1ccccc1. As a reaction SMILES: [CH2:19]([N:20]([S:21]([F:22])([F:23])[F:25])[CH2:24][CH3:26])[CH3:27].[CH2:7]([c:8]1[cH:9][cH:10][cH:11][cH:12][cH:13]1)[O:14][CH2:15][CH2:16][CH:17]=[O:18].[CH3:1][Si:2]([CH3:3])([CH3:4])[C:5]#[N:6].[Cl:28][CH2:29][Cl:30]>>[C:5](#[N:6])[CH:17]([CH2:16][CH2:15][O:14][CH2:7][c:8]1[cH:9][cH:10][cH:11][cH:12][cH:13]1)[F:25]. Reactants: COC=1C(=C(CC2=CC(=C(C(=O)N3CCOCC3)C=C2)C=2C=NC=CC2)C(=C(C1OC)OC)OC)C (N-[4-(3,4,5,6-Tetramethoxy-2-methylbenzyl)-2-(3-pyridyl)benzoyl]morpholine), O=[N+]([O-])[O-].[O-][N+]([O-])=O.[O-][N+]([O-])=O.[O-][N+]([O-])=O.[O-][N+]([O-])=O.[O-][N+]([O-])=O.[Ce+4].[NH4+].[NH4+] (CAN). The solvent is O (water), C(C)#N (acetonitrile), O (water). Conditions: time 3 hour. The product is COC=1C(C(=C(C(C1OC)=O)CC1=CC(=C(C(=O)N2CCOCC2)C=C1)C=1C=NC=CC1)C)=O (N-[4-(5,6-Dimethoxy-3-methyl-1,4-benzoquinon-2-yl)methyl-2-(3-pyridyl)benzoyl]morpholine). Yield: 59.9%. As a reaction SMILES: C[O:2][C:3]1[C:4]([CH3:36])=[C:5]([C:27]([O:34]C)=[C:28]([O:32][CH3:33])[C:29]=1[O:30][CH3:31])[CH2:6][C:7]1[CH:20]=[CH:19][C:10]([C:11]([N:13]2[CH2:18][CH2:17][O:16][CH2:15][CH2:14]2)=[O:12])=[C:9]([C:21]2[CH:22]=[N:23][CH:24]=[CH:25][CH:26]=2)[CH:8]=1.O=[N+]([O-])[O-].[O-][N+](=O)[O-].[O-][N+](=O)[O-].[O-][N+](=O)[O-].[O-][N+](=O)[O-].[O-][N+](=O)[O-].[Ce+4].[NH4+].[NH4+]>C(#N)C.O>[CH3:31][O:30][C:29]1[C:3](=[O:2])[C:4]([CH3:36])=[C:5]([CH2:6][C:7]2[CH:20]=[CH:19][C:10]([C:11]([N:13]3[CH2:14][CH2:15][O:16][CH2:17][CH2:18]3)=[O:12])=[C:9]([C:21]3[CH:22]=[N:23][CH:24]=[CH:25][CH:26]=3)[CH:8]=2)[C:27](=[O:34])[C:28]=1[O:32][CH3:33] |f:1.2.3.4.5.6.7.8.9|. Procedure details: N-[4-(3,4,5,6-Tetramethoxy-2-methylbenzyl)-2-(3-pyridyl)benzoyl]morpholine (8 mg, 0.0162 mmol) was dissolved in a mixed solvent of acetonitrile (3 ml) and water (1 ml), then CAN (26 mg, 0.0483 mmol) was added thereto at room temperature and the mixture was stirred for 3 hours. The reaction solution was poured into water and extracted with ethyl acetate. The extract was washed with water and dried and the solvent was evaporated therefrom. The residue was purified by preparative thin layer chromat... The reactants are [I-].C(=O)NC1=C(CCC2=[N+](C=CC=C2)C)C=CC=C1 (2-(o-formamidophenethyl)-1-methylpyridinium iodide), [I-].[N+](=O)([O-])C1=C(C=CC2=[N+](C=CC=C2)C)C=CC=C1 (2-(o-nitrostyryl)-1-methylpyridinium iodide). The product is CN1C(CCCC1)CCC1=C(NC=O)C=CC=C1 (2'-[2-(1-methyl-2-piperidyl)-ethyl]formanilide). RXN SMILES: [I-].[CH:2]([NH:4][C:5]1[CH:19]=[CH:18][CH:17]=[CH:16][C:6]=1[CH2:7][CH2:8][C:9]1[CH:14]=[CH:13][CH:12]=[CH:11][N+:10]=1[CH3:15])=[O:3].[I-].[N+](C1C=CC=CC=1C=CC1C=CC=C[N+]=1C)([O-])=O>>[CH3:15][N:10]1[CH2:11][CH2:12][CH2:13][CH2:14][CH:9]1[CH2:8][CH2:7][C:6]1[CH:16]=[CH:17][CH:18]=[CH:19][C:5]=1[NH:4][CH:2]=[O:3] |f:0.1,2.3|. Procedure: Reduction of 2-(o-formamidophenethyl)-1-methylpyridinium iodide as described in Example 1 for 2-(o-nitrostyryl)-1-methylpyridinium iodide provides 2'-[2-(1-methyl-2-piperidyl)-ethyl]formanilide which is purified by crystallization from isopropyl ether, (79% yield) m.p. 81°-84.5° C. (corr.).